From a dataset of the Open Reaction Database (ORD), a public repository of structured organic reaction records. describe an organic reaction: reactants, conditions, products, and yield Yields the product COc1cccc(C(Oc2ccc3c(cnn3-c3ccc(F)cc3)c2)C(C)NC(=O)C2CCCN2C(=O)OC(C)(C)C)c1. Reactants: CC(C)(C)OC(=O)N1CCCC1C(=O)O, COc1cccc(C(Oc2ccc3c(cnn3-c3ccc(F)cc3)c2)C(C)N)c1. Reaction SMILES: [C:30]([CH3:31])([CH3:32])([CH3:33])[O:34][C:35](=[O:36])[N:37]1[CH:38]([C:42](=[O:43])[OH:44])[CH2:39][CH2:40][CH2:41]1.[F:1][c:2]1[cH:3][cH:4][c:5](-[n:8]2[n:9][cH:10][c:11]3[cH:12][c:13]([O:17][CH:18]([CH:19]([CH3:20])[NH2:21])[c:22]4[cH:23][c:24]([O:28][CH3:29])[cH:25][cH:26][cH:27]4)[cH:14][cH:15][c:16]23)[cH:6][cH:7]1>>[F:1][c:2]1[cH:3][cH:4][c:5](-[n:8]2[n:9][cH:10][c:11]3[cH:12][c:13]([O:17][CH:18]([CH:19]([CH3:20])[NH:21][C:42]([CH:38]4[N:37]([C:35]([O:34][C:30]([CH3:31])([CH3:32])[CH3:33])=[O:36])[CH2:41][CH2:40][CH2:39]4)=[O:43])[c:22]4[cH:23][c:24]([O:28][CH3:29])[cH:25][cH:26][cH:27]4)[cH:14][cH:15][c:16]23)[cH:6][cH:7]1. Reactants: C([O-])([O-])=O.[Na+].[Na+] (sodium carbonate), C(C)(=O)OCC (ethyl acetate), ClC=1C=C(C=CC1)C(COC)(O)C1=CC(=CC=C1)Cl (1,1-bis-(3-chlorophenyl)-2-methoxyethanol). The solvent is C(=O)O (formic acid). The product is ClC=1C=C(C=CC1)C(C=O)C1=CC(=CC=C1)Cl (bis-(3-chlorophenyl)acetaldehyde). The yield is 88.0%. Reaction SMILES: [Cl:1][C:2]1[CH:3]=[C:4]([C:8]([C:13]2[CH:18]=[CH:17][CH:16]=[C:15]([Cl:19])[CH:14]=2)(O)[CH2:9][O:10]C)[CH:5]=[CH:6][CH:7]=1.C(=O)([O-])[O-].[Na+].[Na+].C(OCC)(=O)C>C(O)=O>[Cl:1][C:2]1[CH:3]=[C:4]([CH:8]([C:13]2[CH:18]=[CH:17][CH:16]=[C:15]([Cl:19])[CH:14]=2)[CH:9]=[O:10])[CH:5]=[CH:6][CH:7]=1 |f:1.2.3|. Reported procedure: A solution of 1,1-bis-(3-chlorophenyl)-2-methoxyethanol (47 g) (obtained by reaction of (3-chlorophenyl)magnesium bromide on methyl 2-methoxyacetate in tetrahydrofuran) in formic acid (44 cc) is refluxed for 5 hours, cooled and poured into a mixture of saturated sodium carbonate solution (500 cc) and ethyl acetate (300 cc). The organic phase is washed with water (3×250 cc) and with saturated sodium chloride solution (200 cc), then dried and concentrated to dryness under reduced pressure (2.7 kPa... The reactants are [BH4-], COc1ccc(COCC=CCOCc2ccc(OC)cc2)cc1, [Cl-], O=C([O-])C(F)(F)F, O=C([O-])C(F)(F)F, [Hg+2], [Na+], [Na+], [Na+], C1CCOC1, [OH-]. Product: COc1ccc(COCCC(O)COCc2ccc(OC)cc2)cc1. Reaction SMILES: [BH4-:27].[CH3:1][O:2][c:3]1[cH:4][cH:5][c:6]([CH2:7][O:8][CH2:9][CH:10]=[CH:11][CH2:12][O:13][CH2:14][c:15]2[cH:16][cH:17][c:18]([O:21][CH3:22])[cH:19][cH:20]2)[cH:23][cH:24]1.[Cl-:30].[F:36][C:37]([F:38])([F:39])[C:40]([O-:41])=[O:42].[F:44][C:45]([F:46])([F:47])[C:48]([O-:49])=[O:50].[Hg+2:43].[Na+:26].[Na+:28].[Na+:29].[O:31]1[CH2:32][CH2:33][CH2:34][CH2:35]1.[OH-:25]>>[CH3:1][O:2][c:3]1[cH:4][cH:5][c:6]([CH2:7][O:8][CH2:9][CH2:10][CH:11]([CH2:12][O:13][CH2:14][c:15]2[cH:16][cH:17][c:18]([O:21][CH3:22])[cH:19][cH:20]2)[OH:25])[cH:23][cH:24]1. Reactants: BrC1=NC=CC=C1OC(C)(F)F (2-Bromo-3-(1,1-difluoroethoxy)pyridine), C1(CC1)B(O)O (cycloproyl boronic acid), [O-]P(=O)([O-])[O-].[K+].[K+].[K+] (potassium phosphate tribasic), C1(CCCCC1)P(C1CCCCC1)C1CCCCC1 (tricyclohexyl phosphine). The reagents and catalysts are C(C)(=O)[O-].[Pd+2].C(C)(=O)[O-] (palladium acetate). Run in C(C)(=O)OCC (Ethyl acetate), C1(=CC=CC=C1)C (toluene), O (water). Conditions: temperature 80 celsius. Product: C1(CC1)C1=NC=CC=C1OC(C)(F)F (2-cyclopropyl-3-(1,1-difluoroethoxy)pyridine). Isolated yield 43.0%. Reaction SMILES: Br[C:2]1[C:7]([O:8][C:9]([F:12])([F:11])[CH3:10])=[CH:6][CH:5]=[CH:4][N:3]=1.[CH:13]1(B(O)O)[CH2:15][CH2:14]1.[O-]P([O-])([O-])=O.[K+].[K+].[K+].C1(P(C2CCCCC2)C2CCCCC2)CCCCC1>C1(C)C=CC=CC=1.O.C([O-])(=O)C.[Pd+2].C([O-])(=O)C.C(OCC)(=O)C>[CH:13]1([C:2]2[C:7]([O:8][C:9]([F:12])([F:11])[CH3:10])=[CH:6][CH:5]=[CH:4][N:3]=2)[CH2:15][CH2:14]1 |f:2.3.4.5,9.10.11|. Procedure details: 2-Bromo-3-(1,1-difluoroethoxy)pyridine (Preparation 266, 700 mg, 2.948 mmol), cycloproyl boronic acid (252 mg, 2.94 mmol), and potassium phosphate tribasic (1.56 g, 7.35 mmol) were suspended in a mixture of toluene (100 mL) and water (20 mL), with rapid stirring. The suspension was heated to 80° C., and the solvent de-gassed by direct bubbling of N2 gas through the suspension for 30 minutes. The reaction was then heated to 95° C., and tricyclohexyl phosphine (82 mg, 0.29 mmol), rapidly followed ... Product: [N+](=O)([O-])C1=CC=C(C(=O)O[C@@H]2CC3=CC[C@H]4[C@@H]5CCC([C@@]5(C)CC[C@@H]4[C@]3(CC2)C)=NO)C=C1 (17-OXIMINO-5-ANDROSTEN-3β-YL 4-NITROBENZOATE). Starting materials: N(O)=C1[C@]2(C)[C@@H](CC1)[C@@H]1CC=C3C[C@H](CC[C@]3(C)[C@H]1CC2)O (17-oximino-5-androsten-3β-ol), C1(CCCCC1)N=C=NC1CCCCC1 (dicyclohexylcarbodiimide), [N+](=O)([O-])C1=CC=C(C(=O)O)C=C1 (p-nitrobenzoic acid). Isolated yield 47.0%. Conditions: time 48 hour. Reported procedure: To the stirred solution of 17-oximino-5-androsten-3β-ol (9) (0.5 g, 1.6 mmol) and dicyclohexylcarbodiimide (DCC) (0.34 g, 1.6 mmol) in anhydrous dichloromethane (30.0 ml), p-nitrobenzoic acid (0.27 g, 1.6 mmol) was added. The reaction mixture was stirred for 48 hr at room temperature (20-25°) and completion of the reaction was monitored by TLC. The precipitated dicyclohexylurea (DCU) was filtered and the solvent removed under vacuum. The resulting residue was crystallized from ethyl acetate:petr... Solvent: ClCCl (dichloromethane). As a reaction SMILES: [N:1](=[C:3]1[CH2:8][CH2:7][C@H:6]2[C@H:9]3[C@H:19]([CH2:20][CH2:21][C@:4]12[CH3:5])[C@:17]1([CH3:18])[C:12]([CH2:13][C@@H:14]([OH:22])[CH2:15][CH2:16]1)=[CH:11][CH2:10]3)[OH:2].C1(N=C=NC2CCCCC2)CCCCC1.[N+:38]([C:41]1[CH:49]=[CH:48][C:44]([C:45](O)=[O:46])=[CH:43][CH:42]=1)([O-:40])=[O:39]>ClCCl>[N+:38]([C:41]1[CH:42]=[CH:43][C:44]([C:45]([O:22][C@H:14]2[CH2:15][CH2:16][C@@:17]3([CH3:18])[C:12](=[CH:11][CH2:10][C@@H:9]4[C@@H:19]3[CH2:20][CH2:21][C@@:4]3([CH3:5])[C@H:6]4[CH2:7][CH2:8][C:3]3=[N:1][OH:2])[CH2:13]2)=[O:46])=[CH:48][CH:49]=1)([O-:40])=[O:39].